Dataset: the Open Reaction Database (ORD), a public repository of structured organic reaction records. Task: describe an organic reaction: reactants, conditions, products, and yield The reactants are C1(=CC=CC=C1)OC (anisole), C(=O)(C(F)(F)F)O (TFA), C(=O)(O)[O-].[Na+] (NaHCO3), C(C)(=O)O[BH-](OC(C)=O)OC(C)=O.[Na+] (Sodium triacetoxyborohydride), ClC1=C(C=C(C=C1C1CCNCC1)C#N)NC1=NN2C(C(=N1)N(CC1=CC=C(C=C1)OC)C1CC1)=NC=C2C#N (2-((2-chloro-5-cyano-3-(piperidin-4-yl)phenyl)amino)-4-(cyclopropyl(4-methoxybenzyl)amino)imidazo[2,1-f][1,2,4]triazine-7-carbonitrile), C=O (formaldehyde), O (water), CC(=O)O (HOAc). The solvent is ClCCCl (DCE). Conditions: temperature 50 celsius, time 10 minute. Product: ClC1=C(C=C(C=C1C1CCN(CC1)C)C#N)NC1=NN2C(C(=N1)NC1CC1)=NC=C2C#N (2-((2-chloro-5-cyano-3-(1-methylpiperidin-4-yl)phenyl)amino)-4-(cyclopropylamino)imidazo[2,1-f][1,2,4]triazine-7-carbonitrile). The yield is 87.5%. As a reaction SMILES: [C:1](O[BH-](OC(=O)C)OC(=O)C)(=O)C.[Na+].[Cl:15][C:16]1[C:21]([CH:22]2[CH2:27][CH2:26][NH:25][CH2:24][CH2:23]2)=[CH:20][C:19]([C:28]#[N:29])=[CH:18][C:17]=1[NH:30][C:31]1[N:36]=[C:35]([N:37]([CH:47]2[CH2:49][CH2:48]2)CC2C=CC(OC)=CC=2)[C:34]2=[N:50][CH:51]=[C:52]([C:53]#[N:54])[N:33]2[N:32]=1.C=O.O.CC(O)=O.C([O-])(O)=O.[Na+].C1(OC)C=CC=CC=1.C(O)(C(F)(F)F)=O>ClCCCl>[Cl:15][C:16]1[C:21]([CH:22]2[CH2:23][CH2:24][N:25]([CH3:1])[CH2:26][CH2:27]2)=[CH:20][C:19]([C:28]#[N:29])=[CH:18][C:17]=1[NH:30][C:31]1[N:36]=[C:35]([NH:37][CH:47]2[CH2:49][CH2:48]2)[C:34]2=[N:50][CH:51]=[C:52]([C:53]#[N:54])[N:33]2[N:32]=1 |f:0.1,6.7|. Procedure details: Sodium triacetoxyborohydride (24.10 mg, 0.114 mmol) was added to a stirred suspension of 2-((2-chloro-5-cyano-3-(piperidin-4-yl)phenyl)amino)-4-(cyclopropyl(4-methoxybenzyl)amino)imidazo[2,1-f][1,2,4]triazine-7-carbonitrile (30.0 mg, 0.038 mmol), formaldehyde 37% in water (8.47 μL, 0.114 mmol) and HOAc (16.27 μL, 0.190 mmol) in DCE (379 μL) at room temperature for 30 min. Sat. aq. NaHCO3 solution was slowly added (gas evolution) and the reaction was left stirring for 10 min. It was extracted wit... Reactants: C1(CCCCC12CCCCC2)=O (spiro[5.5]undecan-1-one), [H-].[Na+] (sodium hydride), CC(C)([O-])C.[K+] (potassium tert-butoxide), C(OC)(OC)=O (dimethyl carbonate). The solvent is O1CCCC1 (tetrahydrofuran), C(C)(=O)O (acetic acid), [Cl-].[Na+].O (brine), O1CCCC1 (tetrahydrofuran). Yields the product COC(=O)C1C(C2(CCC1)CCCCC2)=O (1-oxo-spiro[5.5]undecane-2-carboxylic acid methyl ester). RXN SMILES: [H-].[Na+].CC(C)([O-])C.[K+].[C:9](=[O:14])([O:12][CH3:13])OC.[C:15]1(=[O:26])[C:20]2([CH2:25][CH2:24][CH2:23][CH2:22][CH2:21]2)[CH2:19][CH2:18][CH2:17][CH2:16]1>O1CCCC1.[Cl-].[Na+].O.C(O)(=O)C>[CH3:13][O:12][C:9]([CH:16]1[CH2:17][CH2:18][CH2:19][C:20]2([CH2:21][CH2:22][CH2:23][CH2:24][CH2:25]2)[C:15]1=[O:26])=[O:14] |f:0.1,2.3,7.8.9|. Reported procedure: To a suspension of 60% sodium hydride (5.7 g) and potassium tert-butoxide (1.6 g) in tetrahydrofuran (200 mL) was added dimethyl carbonate (9.6 mL) at room temperature while stirring. The reaction mixture was heated under reflux. To the reaction mixture was added dropwise a solution of spiro[5.5]undecan-1-one (11.85 g) obtained in Step 1 in tetrahydrofuran (40 mL) over 1 hour, followed by heating the reaction mixture under reflux for 2 hours. After ice-cooling, acetic acid (14.6 mL) was added dr...